The task is: describe an organic reaction: reactants, conditions, products, and yield. This data is from the Open Reaction Database (ORD), a public repository of structured organic reaction records. Starting materials: NC1=NC(=NC(=N1)Cl)N (2,6-Diamino-4-chloro-s-triazine), C(CCCCCCCCCCCCCCCCC)N (octadecyl amine), C([O-])([O-])=O.[Na+].[Na+] (sodium carbonate). Solvent: CN(C=O)C (dimethyl formamide). Conditions: temperature 100 celsius. Yields the product C(CCCCCCCCCCCCCCCCC)NC1=NC(=NC(=N1)N)N (Octadecyl Melamine). Yield: 18.1%. RXN SMILES: [NH2:1][C:2]1[N:7]=[C:6](Cl)[N:5]=[C:4]([NH2:9])[N:3]=1.[CH2:10]([NH2:28])[CH2:11][CH2:12][CH2:13][CH2:14][CH2:15][CH2:16][CH2:17][CH2:18][CH2:19][CH2:20][CH2:21][CH2:22][CH2:23][CH2:24][CH2:25][CH2:26][CH3:27].C(=O)([O-])[O-].[Na+].[Na+]>CN(C)C=O>[CH2:10]([NH:28][C:6]1[N:5]=[C:4]([NH2:9])[N:3]=[C:2]([NH2:1])[N:7]=1)[CH2:11][CH2:12][CH2:13][CH2:14][CH2:15][CH2:16][CH2:17][CH2:18][CH2:19][CH2:20][CH2:21][CH2:22][CH2:23][CH2:24][CH2:25][CH2:26][CH3:27] |f:2.3.4|. Procedure: 2,6-Diamino-4-chloro-s-triazine (100 g., 0.7 mole), octadecyl amine (207 g., 0.7 mole), and sodium carbonate (100 g) were dissolved in 1000 mls of dimethyl formamide and heated at 100° C. for 4 hours. While still hot, the contents of the reactor was filtered to remove the inorganic salts. When the hot filtrate was allowed to cool, the crude octadecyl melamine precipitated. With filtration, 208 grams (M.P. 78°-82° C.) of a pale yellow solid was recovered. Addition of the second filtrate to cold w... Reactants: CNC (dimethylamine), O (water), C(CCC)O (n-butanol), C(C)(=O)O (acetic acid), BrCC1=CC=C(CC#N)C=C1 (4-bromomethylbenzylcyanide). Run in CO (methanol), CO (methanol). Run at time 2 hour. Product: CN(C)CC(C1=CC=CC=C1)C#N (Dimethylaminomethylbenzylcyanide). Reaction SMILES: [CH3:1][NH:2][CH3:3].[CH2:4](O)CCC.C(O)(=O)C.O.BrC[C:16]1[CH:24]=[CH:23][C:19]([CH2:20][C:21]#[N:22])=[CH:18][CH:17]=1>CO>[CH3:1][N:2]([CH2:4][CH:20]([C:21]#[N:22])[C:19]1[CH:18]=[CH:17][CH:16]=[CH:24][CH:23]=1)[CH3:3]. Reported procedure: In a 1 liter round bottomed flask with condenser and thermometer 8.2 g of 4-bromomethylbenzylcyanide are dissolved in 453 ml methanol and cooled to +3° C. At this temperature 12.7 ml of 40% dimethylamine solution are added drop-by-drop. The solution is subsequently stirred for 1/4 hour at +5° C. and 2 hours at room temperature. The reaction sequence is controlled by means of thin-layer chromatography (0.57 ml of specimen+0.43 ml methanol: eluent n-butanol: acetic acid: water=4:1:1; v/v; 10 μl co... Starting materials: C(C1=CC=CC=C1)OC1=C(C=C(CCN2CCN(CC2)CCCC2=CC=CC=C2)C=C1)OC (1-(4-(Benzyloxy)-3-methoxyphenethyl)-4-(3-phenylpropyl)piperazine). Reagents/catalysts: [Pd] (Pd/C). The solvent is CO (methanol). Product: COC=1C=C(C=CC1O)CCN1CCN(CC1)CCCC1=CC=CC=C1 (1-[2-(3-methoxy-4-hydroxyphenyl)ethyl]-4-(3-phenylpropyl)piperazine). As a reaction SMILES: C([O:8][C:9]1[CH:31]=[CH:30][C:12]([CH2:13][CH2:14][N:15]2[CH2:20][CH2:19][N:18]([CH2:21][CH2:22][CH2:23][C:24]3[CH:29]=[CH:28][CH:27]=[CH:26][CH:25]=3)[CH2:17][CH2:16]2)=[CH:11][C:10]=1[O:32][CH3:33])C1C=CC=CC=1>CO.[Pd]>[CH3:33][O:32][C:10]1[CH:11]=[C:12]([CH2:13][CH2:14][N:15]2[CH2:16][CH2:17][N:18]([CH2:21][CH2:22][CH2:23][C:24]3[CH:29]=[CH:28][CH:27]=[CH:26][CH:25]=3)[CH2:19][CH2:20]2)[CH:30]=[CH:31][C:9]=1[OH:8]. Procedure: 1-(4-(Benzyloxy)-3-methoxyphenethyl)-4-(3-phenylpropyl)piperazine is hydrogenated in 10 mL methanol with 10% Pd/C. The resultant product is then purified by column chromatography, eluting with dichloromethane-methanol (9:1) to afford 95 mg of 1-[2-(3-methoxy-4-hydroxyphenyl)ethyl]-4-(3-phenylpropyl)piperazine. Starting materials: CCCN=C=O, Cl, Nc1ncnc2c1ncn2-c1ccc(NC(=O)Nc2ccc(Cl)c(C(F)(F)F)c2)cc1, c1ccncc1. Yields the product CCCNC(=O)Nc1ncnc2c1ncn2-c1ccc(NC(=O)Nc2ccc(Cl)c(C(F)(F)F)c2)cc1. As a reaction SMILES: [CH2:33]([CH2:34][CH3:35])[N:36]=[C:37]=[O:38].[ClH:1].[NH2:2][c:3]1[c:4]2[n:5][cH:6][n:7](-[c:12]3[cH:13][cH:14][c:15]([NH:18][C:19](=[O:20])[NH:21][c:22]4[cH:23][c:24]([C:29]([F:30])([F:31])[F:32])[c:25]([Cl:28])[cH:26][cH:27]4)[cH:16][cH:17]3)[c:8]2[n:9][cH:10][n:11]1.[cH:39]1[cH:40][cH:41][n:42][cH:43][cH:44]1>>[NH:2]([c:3]1[c:4]2[n:5][cH:6][n:7](-[c:12]3[cH:13][cH:14][c:15]([NH:18][C:19](=[O:20])[NH:21][c:22]4[cH:23][c:24]([C:29]([F:30])([F:31])[F:32])[c:25]([Cl:28])[cH:26][cH:27]4)[cH:16][cH:17]3)[c:8]2[n:9][cH:10][n:11]1)[C:37]([NH:36][CH2:33][CH2:34][CH3:35])=[O:38]. Reactants: C(C)(C)(C)OC(=O)N1CC(C1)OC1=C(C=C(C=C1)N1C(C2=C(C=C1)N=C(S2)C2=CC=C(C=C2)C(F)(F)F)=O)OC (3-{2-methoxy-4-[4-oxo-2-(4-trifluoromethyl-phenyl)-4H-thiazolo[5,4-c]pyridin-5-yl]-phenoxy}-azetidine-1-carboxylic acid tert-butyl ester). Run in ClCCl (dichloromethane), FC(C(=O)O)(F)F (trifluoroacetic acid). Reaction conditions: time 1 hour. Yields the product N1CC(C1)OC1=C(C=C(C=C1)N1C(C2=C(C=C1)N=C(S2)C2=CC=C(C=C2)C(F)(F)F)=O)OC (5-[4-(Azetidin-3-yloxy)-3-methoxy-phenyl]-2-(4-trifluoromethyl-phenyl)-5H-thiazolo[5,4-c]pyridin-4-one). The yield is 84.6%. RXN SMILES: C(OC([N:8]1[CH2:11][CH:10]([O:12][C:13]2[CH:18]=[CH:17][C:16]([N:19]3[CH:24]=[CH:23][C:22]4[N:25]=[C:26]([C:28]5[CH:33]=[CH:32][C:31]([C:34]([F:37])([F:36])[F:35])=[CH:30][CH:29]=5)[S:27][C:21]=4[C:20]3=[O:38])=[CH:15][C:14]=2[O:39][CH3:40])[CH2:9]1)=O)(C)(C)C>ClCCl.FC(F)(F)C(O)=O>[NH:8]1[CH2:11][CH:10]([O:12][C:13]2[CH:18]=[CH:17][C:16]([N:19]3[CH:24]=[CH:23][C:22]4[N:25]=[C:26]([C:28]5[CH:29]=[CH:30][C:31]([C:34]([F:35])([F:37])[F:36])=[CH:32][CH:33]=5)[S:27][C:21]=4[C:20]3=[O:38])=[CH:15][C:14]=2[O:39][CH3:40])[CH2:9]1. Reported procedure: Dissolve 3-{2-methoxy-4-[4-oxo-2-(4-trifluoromethyl-phenyl)-4H-thiazolo[5,4-c]pyridin-5-yl]-phenoxy}-azetidine-1-carboxylic acid tert-butyl ester (1.3 g, 2.27 mmol) in dichloromethane (12 mL) and slowly add trifluoroacetic acid (6 mL). Stir the mixture for one hour and then evaporate. Apply the residue to a 10 g SCX column with dichloromethane. Wash the column with methanol then elute the material using 1:1 dichloromethane:2N ammonia/methanol. Concentrate to give 0.909 g (85%) of the desired pro... Starting materials: ClC1=C(C=NC2=CC(=C(C=C12)OCC)OC)C#N (4-chloro-6-ethoxy-7-methoxyquinoline-3-carbonitrile), OC=1C=C(N)C=CC1C (3-hydroxy-4-methylaniline), C(=O)(O)[O-].[Na+] (NaHCO3). Solvent: C(C)O (ethanol). Product: C(C)OC=1C=C2C(=C(C=NC2=CC1OC)C#N)NC1=CC(=C(C=C1)C)O (6-ethoxy-4-(3-hydroxy-4-methylphenylamino)-7-methoxyquinoline-3-carbonitrile). Isolated yield 47.4%. As a reaction SMILES: Cl[C:2]1[C:11]2[C:6](=[CH:7][C:8]([O:15][CH3:16])=[C:9]([O:12][CH2:13][CH3:14])[CH:10]=2)[N:5]=[CH:4][C:3]=1[C:17]#[N:18].[OH:19][C:20]1[CH:21]=[C:22]([CH:24]=[CH:25][C:26]=1[CH3:27])[NH2:23].C([O-])(O)=O.[Na+]>C(O)C>[CH2:13]([O:12][C:9]1[CH:10]=[C:11]2[C:6](=[CH:7][C:8]=1[O:15][CH3:16])[N:5]=[CH:4][C:3]([C:17]#[N:18])=[C:2]2[NH:23][C:22]1[CH:24]=[CH:25][C:26]([CH3:27])=[C:20]([OH:19])[CH:21]=1)[CH3:14] |f:2.3|. Reported procedure: A mixture of 1.00 g (3.82 mmol) of 4-chloro-6-ethoxy-7-methoxyquinoline-3-carbonitrile and 0.563 g (4.58 mmol) of 3-hydroxy-4-methylaniline in 20 mL of ethanol was refluxed under N2 for 8 h. Saturated NaHCO3 was added, volatile material was removed and the residue was azeotroped with ethanol. The crude product was slurried with hexane, filtered, washed with water and cold ethanol and dried. Recrystallization from ethanol gave 0.632 g of 6-ethoxy-4-(3-hydroxy-4-methylphenylamino)-7-methoxyquinoli...